Dataset: the Open Reaction Database (ORD), a public repository of structured organic reaction records. Task: describe an organic reaction: reactants, conditions, products, and yield Reactants: 8-phenyl lactam, N1CCNCC1 (piperazine), BrC=1C=CC2=C(NC(C3=C(N2)C=CC=C3)=O)C1 (8-bromo-5,10-dihydro-dibenzo[b,e][1,4]diazepine-11-one), C1(=CC=CC=C1)B(O)O (benzene boronic acid), C(=O)([O-])[O-].[K+].[K+] (K2CO3), HCl-. The reagents and catalysts are Cl[Ti](Cl)(Cl)Cl (TiCl4), C=1C=CC(=CC1)[P](C=2C=CC=CC2)(C=3C=CC=CC3)[Pd]([P](C=4C=CC=CC4)(C=5C=CC=CC5)C=6C=CC=CC6)([P](C=7C=CC=CC7)(C=8C=CC=CC8)C=9C=CC=CC9)[P](C=1C=CC=CC1)(C=1C=CC=CC1)C=1C=CC=CC1 (Tetrakis(triphenylphosphine)palladium(0)). Run in CCOC(=O)C (EtOAc), O1CCOCC1 (dioxane), O1CCOCC1 (dioxane), C1(=CC=CC=C1)C.CCO.O (toluene EtOH H2O). Reaction conditions: temperature 80 celsius. Yields the product C1(=CC=CC=C1)C=1C=CC2=C(N=C(C3=C(N2)C=CC=C3)N3CCNCC3)C1 (8-Phenyl-11-(piperazin-1-yl)-5H-dibenzo[b,e][1,4]diazepine). Yield: 37.6%. As a reaction SMILES: Br[C:2]1[CH:3]=[CH:4][C:5]2[NH:11][C:10]3[CH:12]=[CH:13][CH:14]=[CH:15][C:9]=3[C:8](=O)[NH:7][C:6]=2[CH:17]=1.[C:18]1(B(O)O)[CH:23]=[CH:22][CH:21]=[CH:20][CH:19]=1.C([O-])([O-])=O.[K+].[K+].[NH:33]1[CH2:38][CH2:37][NH:36][CH2:35][CH2:34]1>C1(C)C=CC=CC=1.CCO.O.CCOC(C)=O.O1CCOCC1.C1C=CC([P]([Pd]([P](C2C=CC=CC=2)(C2C=CC=CC=2)C2C=CC=CC=2)([P](C2C=CC=CC=2)(C2C=CC=CC=2)C2C=CC=CC=2)[P](C2C=CC=CC=2)(C2C=CC=CC=2)C2C=CC=CC=2)(C2C=CC=CC=2)C2C=CC=CC=2)=CC=1.Cl[Ti](Cl)(Cl)Cl>[C:18]1([C:2]2[CH:3]=[CH:4][C:5]3[NH:11][C:10]4[CH:12]=[CH:13][CH:14]=[CH:15][C:9]=4[C:8]([N:33]4[CH2:38][CH2:37][NH:36][CH2:35][CH2:34]4)=[N:7][C:6]=3[CH:17]=2)[CH:23]=[CH:22][CH:21]=[CH:20][CH:19]=1 |f:2.3.4,6.7.8,^1:65,67,86,105|. Procedure: Tetrakis(triphenylphosphine)palladium(0) (catalytic amount) was added to a mixture of 8-bromo-5,10-dihydro-dibenzo[b,e][1,4]diazepine-11-one (166JO31) (30 mg, 0.12 mmol), benzene boronic acid (18 mg, 0.15 mmol) and K2CO3 (34 mg, 0.24 mmol) in deoxygenised toluene/EtOH/H2O (1.5 mL) and the resulting mixture was stirred at 80° C. over night. The mixture was diluted with EtOAc, washed with saturated aqueous NaHCO3-solution, dried (Na2SO4) and concentrated to give crude 8-phenyl lactam. The intermed... Reactants: CC(C)(C)OC(=O)N1CCC(c2cc(F)ccc2OS(=O)(=O)C(F)(F)F)CC1, CCOC(C)=O, CC1(C)C=C(B2OC(C)(C)C(C)(C)O2)CC(C)(C)C1, COCCOC, [Na+], [Na+], O=C([O-])[O-], c1ccc(P(c2ccccc2)(c2ccccc2)[Pd](P(c2ccccc2)(c2ccccc2)c2ccccc2)(P(c2ccccc2)(c2ccccc2)c2ccccc2)P(c2ccccc2)(c2ccccc2)c2ccccc2)cc1. Product: CC1(C)C=C(c2ccc(F)cc2C2CCN(C(=O)OC(C)(C)C)CC2)CC(C)(C)C1. RXN SMILES: [C:1]([CH3:2])([CH3:3])([CH3:4])[O:5][C:6](=[O:7])[N:8]1[CH2:9][CH2:10][CH:11]([c:14]2[c:15]([O:21][S:22]([C:23]([F:24])([F:25])[F:26])(=[O:27])=[O:28])[cH:16][cH:17][c:18]([F:20])[cH:19]2)[CH2:12][CH2:13]1.[CH3:137][CH2:138][O:139][C:140](=[O:141])[CH3:142].[CH3:29][C:30]1([CH3:31])[C:32]([CH3:33])([CH3:34])[O:35][B:36]([C:37]2=[CH:38][C:39]([CH3:45])([CH3:46])[CH2:40][C:41]([CH3:43])([CH3:44])[CH2:42]2)[O:47]1.[CH3:48][O:49][CH2:50][CH2:51][O:52][CH3:53].[Na+:54].[Na+:55].[O-:56][C:57](=[O:58])[O-:59].[cH:60]1[cH:61][cH:62][c:63]([P:64]([Pd:65]([P:66]([c:67]2[cH:68][cH:69][cH:70][cH:71][cH:72]2)([c:73]2[cH:74][cH:75][cH:76][cH:77][cH:78]2)[c:79]2[cH:80][cH:81][cH:82][cH:83][cH:84]2)([P:85]([c:86]2[cH:87][cH:88][cH:89][cH:90][cH:91]2)([c:92]2[cH:93][cH:94][cH:95][cH:96][cH:97]2)[c:98]2[cH:99][cH:100][cH:101][cH:102][cH:103]2)[P:104]([c:105]2[cH:106][cH:107][cH:108][cH:109][cH:110]2)([c:111]2[cH:112][cH:113][cH:114][cH:115][cH:116]2)[c:117]2[cH:118][cH:119][cH:120][cH:121][cH:122]2)([c:123]2[cH:124][cH:125][cH:126][cH:127][cH:128]2)[c:129]2[cH:130][cH:131][cH:132][cH:133][cH:134]2)[cH:135][cH:136]1>>[C:1]([CH3:2])([CH3:3])([CH3:4])[O:5][C:6](=[O:7])[N:8]1[CH2:9][CH2:10][CH:11]([c:14]2[c:15]([C:37]3=[CH:38][C:39]([CH3:45])([CH3:46])[CH2:40][C:41]([CH3:43])([CH3:44])[CH2:42]3)[cH:16][cH:17][c:18]([F:20])[cH:19]2)[CH2:12][CH2:13]1. Reactants: C(N)(=N)C1=CC=C(C(C(=O)O)=C1)O (5-amidinosalicylic acid), CS(=O)(=O)O (methanesulfonic acid). The solvent is C(C)OCC (ethyl ether). The product is CS(=O)(=O)O.C(N)(=N)C1=CC=C(C(C(=O)O)=C1)O (5-amidinosalicylic acid methanesulfonate). Yield: 91.3%. Reaction SMILES: [C:1]([C:4]1[CH:12]=[C:8]([C:9]([OH:11])=[O:10])[C:7]([OH:13])=[CH:6][CH:5]=1)(=[NH:3])[NH2:2].[CH3:14][S:15]([OH:18])(=[O:17])=[O:16]>C(OCC)C>[CH3:14][S:15]([OH:18])(=[O:17])=[O:16].[C:1]([C:4]1[CH:12]=[C:8]([C:9]([OH:11])=[O:10])[C:7]([OH:13])=[CH:6][CH:5]=1)(=[NH:2])[NH2:3] |f:3.4|. Procedure: To a suspension of 2.5 g of the 5-amidinosalicylic acid, was added 1.7 g of methanesulfonic acid followed by ethyl ether to obtain 3.5 g of 5-amidinosalicylic acid methanesulfonate. Reactants: S(O)(O)(=O)=O (sulfuric acid), C(C1=CC=CC=C1)OCC1OC2=CC=C(C=C2CC1)C=O (2-(benzyloxymethyl)-6-chromane-carbaldehyde), CC(=O)C.OS(=O)(=O)O.O=[Cr](=O)=O (Jones reagent). Reagents/catalysts: [O-2].[O-2].[O-2].[Cr+6] (chromium trioxide). Solvent: O (water), C(C)(C)O (isopropyl alcohol), O (water), CC(=O)C (acetone). Run at time 18 hour. Yields the product C(C1=CC=CC=C1)OCC1OC2=CC=C(C=C2CC1)C(=O)O (2-(Benzyloxymethyl)-6-chromanecarboxylic acid). Yield: 60.0%. RXN SMILES: [CH2:1]([O:8][CH2:9][CH:10]1[CH2:19][CH2:18][C:17]2[C:12](=[CH:13][CH:14]=[C:15]([CH:20]=[O:21])[CH:16]=2)[O:11]1)[C:2]1[CH:7]=[CH:6][CH:5]=[CH:4][CH:3]=1.CC(C)=[O:24].OS(O)(=O)=O.O=[Cr](=O)=O.S(=O)(=O)(O)O>CC(C)=O.[O-2].[O-2].[O-2].[Cr+6].O.C(O)(C)C>[CH2:1]([O:8][CH2:9][CH:10]1[CH2:19][CH2:18][C:17]2[C:12](=[CH:13][CH:14]=[C:15]([C:20]([OH:24])=[O:21])[CH:16]=2)[O:11]1)[C:2]1[CH:7]=[CH:6][CH:5]=[CH:4][CH:3]=1 |f:1.2.3,6.7.8.9|. Procedure: A solution of 2-(benzyloxymethyl)-6-chromane-carbaldehyde (0.921 g, 3.27 mmol) in acetone (5 ml) was added at 0° C. with Jones reagent, consisting of a mixture of chromium trioxide (0.326 g, 3.27 mmol), water (0.95 ml) and concentrated sulfuric acid (0.27 ml). The mixture was left under stirring at room temperature for 18 h. After that, a mixture of isopropyl alcohol (10 ml) and water (50 ml) was added, extracting with ethyl ether (3×30 ml). The organic phase was dried and the solvents were evap... The reactants are CC(NC(=O)Cc1cc(F)cc(F)c1)C(=O)O, CN1CCc2ccccc2C(N)C1=O. The product is CC(NC(=O)Cc1cc(F)cc(F)c1)C(=O)NC1C(=O)N(C)CCc2ccccc21. As a reaction SMILES: [F:1][c:2]1[cH:3][c:4]([CH2:9][C:10](=[O:11])[NH:12][CH:13]([CH3:14])[C:15](=[O:16])[OH:17])[cH:5][c:6]([F:8])[cH:7]1.[NH2:18][CH:19]1[C:20](=[O:31])[N:21]([CH3:30])[CH2:22][CH2:23][c:24]2[c:25]1[cH:26][cH:27][cH:28][cH:29]2>>[F:1][c:2]1[cH:3][c:4]([CH2:9][C:10](=[O:11])[NH:12][CH:13]([CH3:14])[C:15](=[O:17])[NH:18][CH:19]2[C:20](=[O:31])[N:21]([CH3:30])[CH2:22][CH2:23][c:24]3[c:25]2[cH:26][cH:27][cH:28][cH:29]3)[cH:5][c:6]([F:8])[cH:7]1. The reactants are CCCC(=O)Oc1c(OC)cc(C(=O)N2CCC(CCS(C)(=O)=O)(c3ccccc3)C2)cc1OC, CCOCCn1c(C(=O)C2CCNCC2)nc2ccccc21. Yields the product CCCC(=O)Oc1c(OC)cc(C(=O)N2CCC(CCN3CCC(C(=O)c4nc5ccccc5n4CCOCC)CC3)(c3ccccc3)C2)cc1OC. RXN SMILES: [CH2:1]([CH3:2])[CH2:3][C:4](=[O:5])[O:6][c:7]1[c:8]([O:34][CH3:35])[cH:9][c:10]([C:11](=[O:12])[N:13]2[CH2:14][C:15]([CH2:18][CH2:19][S:20]([CH3:21])(=[O:22])=[O:23])([c:24]3[cH:25][cH:26][cH:27][cH:28][cH:29]3)[CH2:16][CH2:17]2)[cH:30][c:31]1[O:32][CH3:33].[CH2:36]([CH3:37])[O:38][CH2:39][CH2:40][n:41]1[c:42]([C:50](=[O:51])[CH:52]2[CH2:53][CH2:54][NH:55][CH2:56][CH2:57]2)[n:43][c:44]2[c:45]1[cH:46][cH:47][cH:48][cH:49]2>>[CH2:1]([CH3:2])[CH2:3][C:4](=[O:5])[O:6][c:7]1[c:8]([O:34][CH3:35])[cH:9][c:10]([C:11](=[O:12])[N:13]2[CH2:14][C:15]([CH2:18][CH2:19][N:55]3[CH2:54][CH2:53][CH:52]([C:50]([c:42]4[n:41]([CH2:40][CH2:39][O:38][CH2:36][CH3:37])[c:45]5[c:44]([n:43]4)[cH:49][cH:48][cH:47][cH:46]5)=[O:51])[CH2:57][CH2:56]3)([c:24]3[cH:25][cH:26][cH:27][cH:28][cH:29]3)[CH2:16][CH2:17]2)[cH:30][c:31]1[O:32][CH3:33].